This data is from the Open Reaction Database (ORD), a public repository of structured organic reaction records. The task is: describe an organic reaction: reactants, conditions, products, and yield The reactants are O=C([O-])[O-], O=S(=O)(Cl)c1cccc(OC(F)F)c1, [K+], [K+], Nc1cc(Br)cnc1Cl, c1ccncc1. Yields the product O=S(=O)(Nc1cc(Br)cnc1Cl)c1cccc(OC(F)F)c1. As a reaction SMILES: [C:24](=[O:25])([O-:26])[O-:27].[F:10][CH:11]([O:12][c:13]1[cH:14][c:15]([S:19](=[O:20])(=[O:21])[Cl:22])[cH:16][cH:17][cH:18]1)[F:23].[K+:28].[K+:29].[NH2:1][c:2]1[c:3]([Cl:9])[n:4][cH:5][c:6]([Br:8])[cH:7]1.[cH:30]1[cH:31][cH:32][n:33][cH:34][cH:35]1>>[NH:1]([c:2]1[c:3]([Cl:9])[n:4][cH:5][c:6]([Br:8])[cH:7]1)[S:19]([c:15]1[cH:14][c:13]([O:12][CH:11]([F:10])[F:23])[cH:18][cH:17][cH:16]1)(=[O:20])=[O:21]. The reactants are NC1=C(C(=O)O)C(=CC=C1)Cl (2-amino-6-chlorobenzoic acid), BrCC(=O)Br (Bromoacetyl bromide). The solvent is CN(C)C=O (DMF), O1CCOCC1 (dioxane). Reaction conditions: time 20 hour. Product: BrCC(=O)NC1=C(C(=O)O)C(=CC=C1)Cl (2-((2-Bromoacetyl)amino)-6-chlorobenzoic Acid). The yield is 30.0%. As a reaction SMILES: [NH2:1][C:2]1[CH:10]=[CH:9][CH:8]=[C:7]([Cl:11])[C:3]=1[C:4]([OH:6])=[O:5].[Br:12][CH2:13][C:14](Br)=[O:15]>CN(C=O)C.O1CCOCC1>[Br:12][CH2:13][C:14]([NH:1][C:2]1[CH:10]=[CH:9][CH:8]=[C:7]([Cl:11])[C:3]=1[C:4]([OH:6])=[O:5])=[O:15]. Reported procedure: A solution of 2-amino-6-chlorobenzoic acid (10.0 g, 0.06 mol) in anhydrous DMF (30 mL) and anhydrous dioxane (30 mL) was cooled to 0° C. in 300 mL 3-necked flask fitted with a magnetic stirring bar and constant additional funnel. Bromoacetyl bromide was added dropwise over a 20-25 min period, while maintaining the internal temperature between 0° C. to 1° C. After the addition was completed, the ice-bath was removed and stirring was continued for 20 h. The reaction mixture was cooled in an ice-ba... The reactants are CCOCC (Ether), [H-].[Al+3].[Li+].[H-].[H-].[H-] (Lithium aluminum hydride), CON(C([C@@H](NC(=O)OC(C)(C)C)CC(C)C)=O)C ([t-Butyloxycarbonyl)-L-Leucine N-Methoxy-N-methylamide), S(=O)(=O)(O)[O-].[K+] (potassium hydrogen sulfate). The solvent is O (water). Conditions: time 17.5 minute. The product is C(C)(C)(C)OC(=O)N[C@@H](CC(C)C)C=O ((t-Butyloxycarbonyl)-L-Leucinal). As a reaction SMILES: [H-].[Al+3].[Li+].[H-].[H-].[H-].CON(C)[C:10](=[O:24])[C@H:11]([CH2:20][CH:21]([CH3:23])[CH3:22])[NH:12][C:13]([O:15][C:16]([CH3:19])([CH3:18])[CH3:17])=[O:14].S([O-])(O)(=O)=O.[K+].CCOCC>O>[C:16]([O:15][C:13]([NH:12][C@H:11]([CH:10]=[O:24])[CH2:20][CH:21]([CH3:22])[CH3:23])=[O:14])([CH3:18])([CH3:19])[CH3:17] |f:0.1.2.3.4.5,7.8|. Procedure details: Lithium aluminum hydride (2.5 equiv.) is added to a stirred solution of compound (7). Reduction is complete within 15-20 minutes. The mixture is hydrolyzed with a solution of potassium hydrogen sulfate in water. Ether is added and the aqueous phase is separated and extracted. The organic phases are combined, washed with 1N HCl saturated sodium hydrogen carbonate and saturated sodium chloride, and dried with magnesium sulfate. The solvent is evaporated to leave the desired product Reactants: C1(CCCCC1)CBr (cyclohexylmethyl bromide), N1C=CC=2C(=CC=CC12)C=O (indole-4-carbaldehyde). Yields the product C1(CCCCC1)CN1C=CC=2C(=CC=CC12)C=O (1-cyclohexylmethylindole-4-carbaldehyde). The yield is 84.8%. As a reaction SMILES: [CH:1]1([CH2:7]Br)[CH2:6][CH2:5][CH2:4][CH2:3][CH2:2]1.[NH:9]1[C:17]2[CH:16]=[CH:15][CH:14]=[C:13]([CH:18]=[O:19])[C:12]=2[CH:11]=[CH:10]1>>[CH:1]1([CH2:7][N:9]2[C:17]3[CH:16]=[CH:15][CH:14]=[C:13]([CH:18]=[O:19])[C:12]=3[CH:11]=[CH:10]2)[CH2:6][CH2:5][CH2:4][CH2:3][CH2:2]1. Procedure: The same procedures used in Example 1 were repeated except for using 4.93 g of cyclohexylmethyl bromide and 2.00 g of indole-4-carbaldehyde as a starting material to give 2.82 g of 1-cyclohexylmethylindole-4-carbaldehyde as a yellow oily substance. The yield thereof was found to be 85%. Reactants: ClC(Cl)Cl, Cl, CC(=O)C1=CCC2C3CCC4CC5OC5CC4(C)C3C(=O)CC12C. Yields the product CC(=O)C1=CCC2C3CCC4CC(O)C(Cl)CC4(C)C3C(=O)CC12C. RXN SMILES: [CH:26]([Cl:27])([Cl:28])[Cl:29].[ClH:25].[O:1]1[CH:2]2[CH:3]1[CH2:4][CH:5]1[CH2:6][CH2:7][CH:8]3[CH:9]4[CH2:10][CH:11]=[C:12]([C:13]([CH3:14])=[O:15])[C:16]4([CH3:24])[CH2:17][C:18](=[O:23])[CH:19]3[C:20]1([CH3:22])[CH2:21]2>>[OH:1][CH:3]1[CH:2]([Cl:25])[CH2:21][C:20]2([CH3:22])[CH:5]([CH2:4]1)[CH2:6][CH2:7][CH:8]1[CH:9]3[CH2:10][CH:11]=[C:12]([C:13]([CH3:14])=[O:15])[C:16]3([CH3:24])[CH2:17][C:18](=[O:23])[CH:19]12.